Dataset: the Open Reaction Database (ORD), a public repository of structured organic reaction records. Task: describe an organic reaction: reactants, conditions, products, and yield Solvent: C1(=CC=CC=C1)C (toluene). Reactants: CC(CCCCCCCCC)NC(C=C(C)C1=CC(=CC=C1)N)=O (N-(1-methyldecyl)-3-(3-aminophenyl)-2-butenamide), C1(CCCC(=O)O1)=O (glutaric anhydride). Product: CC(CCCCCCCCC)NC(C=C(C)C1=CC(=CC=C1)NC(CCCC(=O)O)=O)=O (N-(1-Methyldecyl)-3-(3-[4-carboxybutanamido]phenyl)-2-butenamide). Reported procedure: A stirred solution of 0.61 g. of N-(1-methyldecyl)-3-(3-aminophenyl)-2-butenamide, prepared in a manner analogous to Preparation 27, in 25 ml. of toluene, was heated on a steam bath and then 0.23 g. of glutaric anhydride was added in one portion. After 5 minutes, the reaction mixture was cooled and the solvent was removed by evaporation in vacuo. The residue was recrystallized twice from acetonitrile, to give 370 mg. of the title compound, m.p. 136°-140° C. This latter material was recrystallize... Run at time 5 minute. RXN SMILES: [CH3:1][CH:2]([NH:12][C:13](=[O:24])[CH:14]=[C:15]([C:17]1[CH:22]=[CH:21][CH:20]=[C:19]([NH2:23])[CH:18]=1)[CH3:16])[CH2:3][CH2:4][CH2:5][CH2:6][CH2:7][CH2:8][CH2:9][CH2:10][CH3:11].[C:25]1(=[O:32])[O:31][C:29](=[O:30])[CH2:28][CH2:27][CH2:26]1>C1(C)C=CC=CC=1>[CH3:1][CH:2]([NH:12][C:13](=[O:24])[CH:14]=[C:15]([C:17]1[CH:22]=[CH:21][CH:20]=[C:19]([NH:23][C:25](=[O:32])[CH2:26][CH2:27][CH2:28][C:29]([OH:31])=[O:30])[CH:18]=1)[CH3:16])[CH2:3][CH2:4][CH2:5][CH2:6][CH2:7][CH2:8][CH2:9][CH2:10][CH3:11]. Reactants: ClC1=C(C=C(C#N)C=C1)S(N(C)C)(=O)=O (4-chloro-3-dimethylsulfamoylbenzonitrile), CN1CCNCC1 (N-methylpiperazine). Yields the product CN(S(=O)(=O)C=1C=C(C#N)C=CC1N1CCN(CC1)C)C (3-Dimethylsulfamoyl-4-(4-methylpiperazine-1-yl)-benzonitrile). RXN SMILES: Cl[C:2]1[CH:9]=[CH:8][C:5]([C:6]#[N:7])=[CH:4][C:3]=1[S:10](=[O:15])(=[O:14])[N:11]([CH3:13])[CH3:12].[CH3:16][N:17]1[CH2:22][CH2:21][NH:20][CH2:19][CH2:18]1>>[CH3:12][N:11]([CH3:13])[S:10]([C:3]1[CH:4]=[C:5]([CH:8]=[CH:9][C:2]=1[N:20]1[CH2:21][CH2:22][N:17]([CH3:16])[CH2:18][CH2:19]1)[C:6]#[N:7])(=[O:15])=[O:14]. Procedure details: In a manner analogous to that of Example 22, 49 g of 4-chloro-3-dimethylsulfamoylbenzonitrile (0.2 mole) were reacted with N-methylpiperazine, and the final product was recrystallized from ethanol. Reactants: C=CCOC(=O)C1=Cc2cc(Br)ccc2N(CC=C)CC1, C1COCCN1, Cl, C1CCOC1, O. Yields the product C=CCN1CCC(C(=O)O)=Cc2cc(Br)ccc21. RXN SMILES: [CH2:1]([CH:2]=[CH2:3])[N:4]1[CH2:5][CH2:6][C:7]([C:16](=[O:17])[O:18][CH2:19][CH:20]=[CH2:21])=[CH:8][c:9]2[c:10]1[cH:11][cH:12][c:13]([Br:15])[cH:14]2.[CH2:22]1[NH:23][CH2:24][CH2:25][O:26][CH2:27]1.[ClH:29].[O:30]1[CH2:31][CH2:32][CH2:33][CH2:34]1.[OH2:28]>>[CH2:1]([CH:2]=[CH2:3])[N:4]1[CH2:5][CH2:6][C:7]([C:16](=[O:17])[OH:18])=[CH:8][c:9]2[c:10]1[cH:11][cH:12][c:13]([Br:15])[cH:14]2.